Dataset: the Open Reaction Database (ORD), a public repository of structured organic reaction records. Task: describe an organic reaction: reactants, conditions, products, and yield Starting materials: ClCC1=NC2=C(N1)C=C(C=C2C(=O)OC)[N+](=O)[O-] (methyl 2-(chloromethyl)-6-nitro-1H-benzimidazole-4-carboxylate), CNC.CO (dimethylamine MeOH). Run in C(C)#N (acetonitrile). Run at temperature 80 celsius, time 8 hour. The product is CN(C)CC1=NC2=C(N1)C=C(C=C2C(=O)OC)[N+](=O)[O-] (Methyl 2-[(dimethylamino)methyl]-6-nitro-1H-benzimidazole-4-carboxylate). RXN SMILES: Cl[CH2:2][C:3]1[NH:7][C:6]2[CH:8]=[C:9]([N+:16]([O-:18])=[O:17])[CH:10]=[C:11]([C:12]([O:14][CH3:15])=[O:13])[C:5]=2[N:4]=1.[CH3:19][NH:20][CH3:21].CO>C(#N)C>[CH3:19][N:20]([CH2:2][C:3]1[NH:7][C:6]2[CH:8]=[C:9]([N+:16]([O-:18])=[O:17])[CH:10]=[C:11]([C:12]([O:14][CH3:15])=[O:13])[C:5]=2[N:4]=1)[CH3:21] |f:1.2|. Reported procedure: To a solution of methyl 2-(chloromethyl)-6-nitro-1H-benzimidazole-4-carboxylate (72 mg) in acetonitrile (3 mL), was added 2M dimethylamine/MeOH solution (1.3 mL), and the mixture was stirred at 80° C. overnight. Reaction conditions: time 1.5 hour. Reagents/catalysts: BrCCBr (1,2-dibromoethane). Product: C(CC)N(C1CC2=C(C=CC=C2CC1)C1=NC2=CC=CC=C2C=C1)CCC (2-Di-n-propylamino-8-(quinol-2-yl)-1,2,3,4-tetrahydronaphthalene). Reported procedure: 2-Di-n-propylamino-8-bromo-1,2,3,4-tetrahydronaphthalene (1 g, 3.22 mmol) was added to a refluxing mixture of magnesium turnings (120 mg, 4.9 mmol) in 50 ml THF. Formation of the Grignard reagent was initiated by addition of 0.2 ml 1,2-dibromoethane (0.002 mmol). After 1.5 hours, 220 mg (0.33 mmol) Ni[PPh3 ]2Cl2 in 10 ml of THF were added followed by 800 mg (4.89 mmol) of 2-chloroquinoline. The solution continued to reflux for 15 minutes after which it was cooled, poured into water, and extracte... RXN SMILES: [CH2:1]([N:4]([CH2:16][CH2:17][CH3:18])[CH:5]1[CH2:14][CH2:13][C:12]2[C:7](=[C:8](Br)[CH:9]=[CH:10][CH:11]=2)[CH2:6]1)[CH2:2][CH3:3].[Mg].Cl[C:21]1[CH:30]=[CH:29][C:28]2[C:23](=[CH:24][CH:25]=[CH:26][CH:27]=2)[N:22]=1.O>C1COCC1.BrCCBr>[CH2:1]([N:4]([CH2:16][CH2:17][CH3:18])[CH:5]1[CH2:14][CH2:13][C:12]2[C:7](=[C:8]([C:21]3[CH:30]=[CH:29][C:28]4[C:23](=[CH:24][CH:25]=[CH:26][CH:27]=4)[N:22]=3)[CH:9]=[CH:10][CH:11]=2)[CH2:6]1)[CH2:2][CH3:3]. Isolated yield 181.9%. The reactants are C(CC)N(C1CC2=C(C=CC=C2CC1)Br)CCC (2-Di-n-propylamino-8-bromo-1,2,3,4-tetrahydronaphthalene), [Mg] (magnesium), Ni[PPh3 ]2Cl2, ClC1=NC2=CC=CC=C2C=C1 (2-chloroquinoline), Grignard reagent, O (water). Run in C1CCOC1 (THF), C1CCOC1 (THF). Reactants: CCCc1nc2c(C)cc(-c3cn(CC4CC4)cn3)cc2n1Cc1ccc(-c2ccccc2C(=O)OC(C)(C)C)cc1, ClCCl, O=C(O)C(F)(F)F. Yields the product CCCc1nc2c(C)cc(-c3cn(CC4CC4)cn3)cc2n1Cc1ccc(-c2ccccc2C(=O)O)cc1. Reaction SMILES: [CH2:1]([CH2:2][CH3:3])[c:4]1[n:5][c:6]2[c:7]([n:8]1[CH2:9][c:10]1[cH:11][cH:12][c:13](-[c:16]3[c:17]([C:22](=[O:23])[O:24][C:25]([CH3:26])([CH3:27])[CH3:28])[cH:18][cH:19][cH:20][cH:21]3)[cH:14][cH:15]1)[cH:29][c:30](-[c:34]1[n:35][cH:36][n:37]([CH2:39][CH:40]3[CH2:41][CH2:42]3)[cH:38]1)[cH:31][c:32]2[CH3:33].[CH2:50]([Cl:51])[Cl:52].[OH:43][C:44]([C:45]([F:46])([F:47])[F:48])=[O:49]>>[CH2:1]([CH2:2][CH3:3])[c:4]1[n:5][c:6]2[c:7]([n:8]1[CH2:9][c:10]1[cH:11][cH:12][c:13](-[c:16]3[c:17]([C:22](=[O:23])[OH:24])[cH:18][cH:19][cH:20][cH:21]3)[cH:14][cH:15]1)[cH:29][c:30](-[c:34]1[n:35][cH:36][n:37]([CH2:39][CH:40]3[CH2:41][CH2:42]3)[cH:38]1)[cH:31][c:32]2[CH3:33]. Starting materials: ClC=1C=C(C=NC1Cl)C(C)O (1-(5,6-Dichloro-pyridin-3-yl)-ethanol), C1(=CC=C(C=C1)S(=O)(=O)O)C (p-toluene sulfonic acid), O (water). The solvent is ClC1=CC=CC=C1 (chlorobenzene). Reaction conditions: temperature 4 celsius. Yields the product ClC1=NC=C(C=C1Cl)C=C (2,3-Dichloro-5-vinyl-pyridine). The yield is 63.0%. RXN SMILES: [Cl:1][C:2]1[CH:3]=[C:4]([CH:9](O)[CH3:10])[CH:5]=[N:6][C:7]=1[Cl:8].C1(C)C=CC(S(O)(=O)=O)=CC=1.O>ClC1C=CC=CC=1>[Cl:8][C:7]1[C:2]([Cl:1])=[CH:3][C:4]([CH:9]=[CH2:10])=[CH:5][N:6]=1. Procedure: To a solution of the 1-(5,6-dichloro-pyridin-3-yl)-ethanol 15 (311 g. 1.62 mole) in chlorobenzene (3 L) was added p-toluene sulfonic acid (431 g, 2.5 mole) and the reaction mixture was heated at reflux with concomitant removal of water. When the reaction was complete the mixture was concentrated to about 500 mL, diluted with 2 L water, and extracted with 3×1 L ethyl acetate. The organic layer was dried (Na2SO4), concentrated under reduced pressure with low heat, dissolved in 500 mL methylene chl...